From a dataset of the Open Reaction Database (ORD), a public repository of structured organic reaction records. describe an organic reaction: reactants, conditions, products, and yield Starting materials: O=C([O-])[O-], CN1CCN(c2ccc(N)cc2)CC1, CC(=O)CC(C)=O, CC(=O)[O-], CCO, [K+], O=N[O-], [Na+], [Na+], [Na+], O=[N+]([O-])O, O=P(O)(O)O. Yields the product CC(=O)C(=NNc1ccc(N2CCN(C)CC2)cc1)C(C)=O. Reaction SMILES: [C:40](=[O:41])([O-:42])[O-:43].[CH3:1][N:2]1[CH2:3][CH2:4][N:5]([c:8]2[cH:9][cH:10][c:11]([NH2:12])[cH:13][cH:14]2)[CH2:6][CH2:7]1.[CH3:28][C:29]([CH2:30][C:31]([CH3:32])=[O:33])=[O:34].[CH3:36][C:37](=[O:38])[O-:39].[CH3:46][CH2:47][OH:48].[K+:35].[N:24]([O-:25])=[O:26].[Na+:27].[Na+:44].[Na+:45].[OH:20][N+:21](=[O:22])[O-:23].[P:15](=[O:16])([OH:17])([OH:18])[OH:19]>>[CH3:1][N:2]1[CH2:3][CH2:4][N:5]([c:8]2[cH:9][cH:10][c:11]([NH:12][N:24]=[C:30]([C:29]([CH3:28])=[O:34])[C:31]([CH3:32])=[O:33])[cH:13][cH:14]2)[CH2:6][CH2:7]1. Reaction SMILES: [N:1]1([C:7]2[CH:13]=[CH:12][CH:11]=[CH:10][C:8]=2[NH2:9])[CH2:6][CH2:5][CH2:4][CH2:3][CH2:2]1.[CH3:14][O:15][C:16]1[CH:23]=[CH:22][C:19]([CH2:20]Br)=[CH:18][CH:17]=1.C(=O)([O-])[O-].[K+].[K+]>CN(C=O)C>[CH3:14][O:15][C:16]1[CH:23]=[CH:22][C:19]([CH2:20][NH:9][C:8]2[CH:10]=[CH:11][CH:12]=[CH:13][C:7]=2[N:1]2[CH2:6][CH2:5][CH2:4][CH2:3][CH2:2]2)=[CH:18][CH:17]=1 |f:2.3.4|. Run in CN(C)C=O (DMF). Starting materials: product, C([O-])([O-])=O.[K+].[K+] (potassium carbonate), N1(CCCCC1)C1=C(N)C=CC=C1 (2-piperidinoaniline), COC1=CC=C(CBr)C=C1 (4-methoxybenzyl bromide). Product: COC1=CC=C(CNC2=C(C=CC=C2)N2CCCCC2)C=C1 ((4-methoxy-benzyl)-(2-piperidin-1-yl-phenyl)-amine). Reported procedure: The product (644 mg) is obtained according to the method of stage 1 of Example 3, by using 1 g of 2-piperidinoaniline, 982 μL of 4-methoxybenzyl bromide (1.2 equivalents) and 1.6 g of potassium carbonate (2 equivalents) in 10 mL of DMF. Starting materials: c1ccc(CNCCc2ncccn2)cc1, CC(=O)O, O=CCC(c1ccc(F)cc1)c1ccc(F)cc1. The product is Fc1ccc(C(CCN(CCc2ncccn2)Cc2ccccc2)c2ccc(F)cc2)cc1. Reaction SMILES: [CH2:19]([c:20]1[cH:21][cH:22][cH:23][cH:24][cH:25]1)[NH:26][CH2:27][CH2:28][c:29]1[n:30][cH:31][cH:32][cH:33][n:34]1.[CH3:35][C:36](=[O:37])[OH:38].[F:1][c:2]1[cH:3][cH:4][c:5]([CH:8]([CH2:9][CH:10]=[O:11])[c:12]2[cH:13][cH:14][c:15]([F:18])[cH:16][cH:17]2)[cH:6][cH:7]1>>[F:1][c:2]1[cH:3][cH:4][c:5]([CH:8]([CH2:9][CH2:10][N:26]([CH2:19][c:20]2[cH:21][cH:22][cH:23][cH:24][cH:25]2)[CH2:27][CH2:28][c:29]2[n:30][cH:31][cH:32][cH:33][n:34]2)[c:12]2[cH:13][cH:14][c:15]([F:18])[cH:16][cH:17]2)[cH:6][cH:7]1. Starting materials: step-ii, FC=1C=C(CN2N=CC(=C2)C2=CNC3=NC=C(C=C32)C=3C=C(C(=NC3)NC(OC(C)(C)C)=O)OC)C=CC1 (tert-butyl (5-(3-(1-(3-fluorobenzyl)-1H-pyrazol-4-yl)-1H-pyrrolo[2,3-b]pyridin-5-yl)-3-methoxypyridin-2-yl)carbamate). Run in C(=O)(C(F)(F)F)O.C(Cl)Cl (TFA DCM). Product: FC=1C=C(CN2N=CC(=C2)C2=CNC3=NC=C(C=C32)C=3C=C(C(=NC3)N)OC)C=CC1 (5-(3-(1-(3-fluorobenzyl)-1H-pyrazol-4-yl)-1H-pyrrolo[2,3-b]pyridin-5-yl)-3-methoxy pyridin-2-amine). The yield is 28.0%. Reaction SMILES: [F:1][C:2]1[CH:3]=[C:4]([CH:36]=[CH:37][CH:38]=1)[CH2:5][N:6]1[CH:10]=[C:9]([C:11]2[C:19]3[C:14](=[N:15][CH:16]=[C:17]([C:20]4[CH:21]=[C:22]([O:34][CH3:35])[C:23]([NH:26]C(=O)OC(C)(C)C)=[N:24][CH:25]=4)[CH:18]=3)[NH:13][CH:12]=2)[CH:8]=[N:7]1>C(O)(C(F)(F)F)=O.C(Cl)Cl>[F:1][C:2]1[CH:3]=[C:4]([CH:36]=[CH:37][CH:38]=1)[CH2:5][N:6]1[CH:10]=[C:9]([C:11]2[C:19]3[C:14](=[N:15][CH:16]=[C:17]([C:20]4[CH:21]=[C:22]([O:34][CH3:35])[C:23]([NH2:26])=[N:24][CH:25]=4)[CH:18]=3)[NH:13][CH:12]=2)[CH:8]=[N:7]1 |f:1.2|. Reported procedure: Using similar reaction conditions as described in step-ii of example-7, tert-butyl (5-(3-(1-(3-fluorobenzyl)-1H-pyrazol-4-yl)-1H-pyrrolo[2,3-b]pyridin-5-yl)-3-methoxypyridin-2-yl)carbamate (120 mg, 0.233 mmol) was deprotected in TFA/DCM (1/5 ml). This afforded 27 mg (21.9% yield) of the titled compound. 1H NMR (DMSO-d6, 400 MHz): δ 8.577-8.572 (d, 1H), 8.417-8.413 (d, 1H), 8.37 (s, 1H), 8.03 (s, 2H), 7.956-7.953 (d, 1H), 7.86-7.79 (s, 1H), 7.799-7.793 (d, 1H), 7.40-7.39 (q, 1H), 7.12-7.07 (m, 3H... Starting materials: CN(C=C(C(=O)OCC)C(C1=C(C=C(C(=C1)F)F)F)=O)C (ethyl 3-(dimethylamino)-2-(2,4,5-trifluorobenzoyl)acrylate), C(C)OCC (Diethyl ether), C([O-])([O-])=O.[K+].[K+] (potassium carbonate), C1(CC1)N (cyclopropanamine). Run in C(C)O (Ethanol), O (water). Reaction conditions: time 2 hour. The product is C1(CC1)N1C=C(C(C2=CC(=C(C=C12)F)F)=O)C(=O)OCC (ethyl 1-cyclopropyl-6,7-difluoro-4-oxo-1,4-dihydroquinoline-3-carboxylate). The yield is 97.0%. RXN SMILES: C[N:2]([CH3:21])[CH:3]=[C:4]([C:10](=[O:20])[C:11]1[CH:16]=[C:15]([F:17])[C:14]([F:18])=[CH:13][C:12]=1F)[C:5]([O:7][CH2:8][CH3:9])=[O:6].[CH2:22](OCC)[CH3:23].C1(N)CC1.C(=O)([O-])[O-].[K+].[K+]>C(O)C.O>[CH:21]1([N:2]2[C:12]3[C:11](=[CH:16][C:15]([F:17])=[C:14]([F:18])[CH:13]=3)[C:10](=[O:20])[C:4]([C:5]([O:7][CH2:8][CH3:9])=[O:6])=[CH:3]2)[CH2:23][CH2:22]1 |f:3.4.5|. Procedure: A solution of ethyl 3-(dimethylamino)-2-(2,4,5-trifluorobenzoyl)acrylate (Example 48a) (75 g, 249 mmol) in a mixture of Ethanol (100 mL)/Diethyl ether (200 mL) was added to cyclopropanamine (34.5 mL, 498 mmol). After 2 h of stirring at rt, LCMS showed complete disappearance of starting material. The reaction mixture was evaporated under reduced pressure, the oily residue was dissolved in N,N-Dimethylformamide (DMF) (250 mL) and potassium carbonate (103 g, 747 mmol) was then added. The reaction m... Reactants: Cc1c(C(=O)O)cnn1C, CCO, CC(C)COc1ccc(N)cc1C#N, On1nnc2ccccc21. The product is Cc1c(C(=O)Nc2ccc(OCC(C)C)c(C#N)c2)cnn1C. Reaction SMILES: [CH3:1][n:2]1[n:3][cH:4][c:5]([C:8](=[O:9])[OH:10])[c:6]1[CH3:7].[CH3:35][CH2:36][OH:37].[NH2:21][c:22]1[cH:23][cH:24][c:25]([O:30][CH2:31][CH:32]([CH3:33])[CH3:34])[c:26]([C:27]#[N:28])[cH:29]1.[OH:11][n:12]1[c:13]2[cH:14][cH:15][cH:16][cH:17][c:18]2[n:19][n:20]1>>[CH3:1][n:2]1[n:3][cH:4][c:5]([C:8](=[O:10])[NH:21][c:22]2[cH:23][cH:24][c:25]([O:30][CH2:31][CH:32]([CH3:33])[CH3:34])[c:26]([C:27]#[N:28])[cH:29]2)[c:6]1[CH3:7].